This data is from the Open Reaction Database (ORD), a public repository of structured organic reaction records. The task is: describe an organic reaction: reactants, conditions, products, and yield The reactants are [Mg] (Magnesium), C(C)(=O)OC(C)=O (acetic anhydride), C(C1=CC=CC=C1)OCC=O (benzyloxyacetaldehyde), C(=C)Br (vinyl bromide), ice water. The solvent is O1CCCC1 (tetrahydrofuran), O1CCCC1 (tetrahydrofuran), O1CCCC1 (tetrahydrofuran). Conditions: time 1.5 hour. Yields the product C(C1=CC=CC=C1)OCC(C=C)OC(C)=O (4-Benzyloxy-3-acetoxy-1-butene). The yield is 49.0%. As a reaction SMILES: [Mg].[CH:2](Br)=[CH2:3].[CH2:5]([O:12][CH2:13][CH:14]=[O:15])[C:6]1[CH:11]=[CH:10][CH:9]=[CH:8][CH:7]=1.[C:16](OC(=O)C)(=[O:18])[CH3:17]>O1CCCC1>[CH2:5]([O:12][CH2:13][CH:14]([O:15][C:16](=[O:18])[CH3:17])[CH:2]=[CH2:3])[C:6]1[CH:11]=[CH:10][CH:9]=[CH:8][CH:7]=1. Procedure details: Magnesium metal (5 g., 0.206 mole) is suspended in tetrahydrofuran (100 ml.) in a three-necked, round-bottomed flask protected by a dry ice condenser and equipped with a mechanical stirrer. The stirrer is started and vinyl bromide (22 g., 0.206 mole) in tetrahydrofuran is added at such a rate as to keep the solvent refluxing. The reaction mixture is refluxed for 0.5 hours after the addition is complete. The reaction mixture is then cooled to 0°-5° C. and benzyloxyacetaldehyde (24 g., 0.16 mole) ... The solvent is CO (methanol). Reaction SMILES: [Cl:1][C:2]1[N:7]=[CH:6][C:5]([O:8][C:9]2[CH:16]=[CH:15][CH:14]=[CH:13][C:10]=2[CH:11]=[O:12])=[CH:4][CH:3]=1.[BH4-].[Na+]>CO>[Cl:1][C:2]1[N:7]=[CH:6][C:5]([O:8][C:9]2[CH:16]=[CH:15][CH:14]=[CH:13][C:10]=2[CH2:11][OH:12])=[CH:4][CH:3]=1 |f:1.2|. Product: ClC1=CC=C(C=N1)OC1=C(C=CC=C1)CO ([2-(6-Chloro-pyridin-3-yloxy)-phenyl]-methanol). Reactants: ClC1=CC=C(C=N1)OC1=C(C=O)C=CC=C1 (2-(6-chloro-pyridin-3-yloxy)-benzaldehyde), [BH4-].[Na+] (sodium borohydride), compound. Reaction conditions: time 30 minute. Procedure details: To a solution of 2-(6-chloro-pyridin-3-yloxy)-benzaldehyde (250 mg, 1.07 mmol) in methanol at ambient temperature was added sodium borohydride (49 mg, 1.3 mmol). The resulting reaction was stirred for 30 minutes, then quenched with saturated NaHCO3. The methanol was removed in vacuo, and the residue was diluted with water and extracted with ethyl acetate. The combined organics were washed with brine, dried over sodium sulfate, and concentrated in vacuo to an oil. The crude was purified by flash ... Reactants: CCN1CCC(c2cccc(O)c2F)CC1, CC(C)O, FC(F)Cl, [Na+], [OH-]. Yields the product CCN1CCC(c2cccc(OC(F)F)c2F)CC1. Reaction SMILES: [CH2:1]([CH3:2])[N:3]1[CH2:4][CH2:5][CH:6]([c:9]2[c:10]([F:16])[c:11]([OH:15])[cH:12][cH:13][cH:14]2)[CH2:7][CH2:8]1.[CH:23]([OH:24])([CH3:25])[CH3:26].[Cl:19][CH:20]([F:21])[F:22].[Na+:18].[OH-:17]>>[CH2:1]([CH3:2])[N:3]1[CH2:4][CH2:5][CH:6]([c:9]2[c:10]([F:16])[c:11]([O:15][CH:20]([F:21])[F:22])[cH:12][cH:13][cH:14]2)[CH2:7][CH2:8]1. Starting materials: [N+](=O)([O-])C1=C(C=CC=C1)B(O)O (2-nitrophenylboronic acid), C(C)O (ethanol), CC1(CC=C(CC1)OS(=O)(=O)C(F)(F)F)C (trifluoromethanesulfonic acid 4,4-dimethylcyclohex-1-enyl ester), C([O-])([O-])=O.[Na+].[Na+] (sodium carbonate). Reagents/catalysts: C=1C=CC(=CC1)[P](C=2C=CC=CC2)(C=3C=CC=CC3)[Pd]([P](C=4C=CC=CC4)(C=5C=CC=CC5)C=6C=CC=CC6)([P](C=7C=CC=CC7)(C=8C=CC=CC8)C=9C=CC=CC9)[P](C=1C=CC=CC1)(C=1C=CC=CC1)C=1C=CC=CC1 (tetrakis(triphenylphosphine)palladium(0)). Solvent: C1(=CC=CC=C1)C (toluene). Run at temperature 100 celsius, time 45 minute. The product is CC1(CC=C(CC1)C1=C(C=CC=C1)[N+](=O)[O-])C (1-(4,4-Dimethylcyclohex-1-enyl)-2-nitrobenzene). RXN SMILES: [N+:1]([C:4]1[CH:9]=[CH:8][CH:7]=[CH:6][C:5]=1B(O)O)([O-:3])=[O:2].C(O)C.[CH3:16][C:17]1([CH3:31])[CH2:22][CH2:21][C:20](OS(C(F)(F)F)(=O)=O)=[CH:19][CH2:18]1.C(=O)([O-])[O-].[Na+].[Na+]>C1(C)C=CC=CC=1.C1C=CC([P]([Pd]([P](C2C=CC=CC=2)(C2C=CC=CC=2)C2C=CC=CC=2)([P](C2C=CC=CC=2)(C2C=CC=CC=2)C2C=CC=CC=2)[P](C2C=CC=CC=2)(C2C=CC=CC=2)C2C=CC=CC=2)(C2C=CC=CC=2)C2C=CC=CC=2)=CC=1>[CH3:16][C:17]1([CH3:31])[CH2:22][CH2:21][C:20]([C:5]2[CH:6]=[CH:7][CH:8]=[CH:9][C:4]=2[N+:1]([O-:3])=[O:2])=[CH:19][CH2:18]1 |f:3.4.5,^1:48,50,69,88|. Procedure details: To a solution of 2-nitrophenylboronic acid (14.2 g, 85.19 mmol) in toluene (250 mL)-ethanol(125 mL) were added trifluoromethanesulfonic acid 4,4-dimethylcyclohex-1-enyl ester (20 g, 77.44 mmol) prepared in Example (1a), tetrakis(triphenylphosphine)palladium(0) (4.5 g, 3.87 mmol) and 2N aqueous sodium carbonate (128 mL, 256 mmol). The mixture was stirred at an external temperature of 100° C. for 1 hour and 45 minutes under a nitrogen atmosphere. Yields the product COc1ccc2cc(CC(=O)NC(C)C(=O)OCC(C)C)sc2c1. Reactants: CC(C)COC(=O)C(C)N, COc1ccc2cc(CC(=O)O)sc2c1. RXN SMILES: [CH2:16]([CH:17]([CH3:18])[CH3:19])[O:20][C:21]([CH:22]([NH2:23])[CH3:24])=[O:25].[CH3:1][O:2][c:3]1[cH:4][c:5]2[c:6]([cH:7][c:8]([CH2:10][C:11](=[O:12])[OH:13])[s:9]2)[cH:14][cH:15]1>>[CH3:1][O:2][c:3]1[cH:4][c:5]2[c:6]([cH:7][c:8]([CH2:10][C:11](=[O:13])[NH:23][CH:22]([C:21]([O:20][CH2:16][CH:17]([CH3:18])[CH3:19])=[O:25])[CH3:24])[s:9]2)[cH:14][cH:15]1. Starting materials: OC1=CC=C(C2=CC=CC=C12)NC(OC(C)(C)C)=O (tert-butyl (4-hydroxy-1-naphthyl)carbamate), FC=1C=C(C(=O)O)C=C(C1)N1CCCCC1 (3-fluoro-5-piperidin-1-yl-benzoic acid), CC=1N=CSC1CCO (2-(4-methylthiazol-5-yl)-ethanol). The product is FC=1C=C(C(=O)NC2=CC=C(C3=CC=CC=C23)OCCC2=C(N=CS2)C)C=C(C1)N1CCCCC1 (3-Fluoro-N-{4-[2-(4-methyl-1,3-thiazol-5-yl)ethoxy]-1-naphthyl}-5-piperidin-1-ylbenzamide). RXN SMILES: [OH:1][C:2]1[C:11]2[C:6](=[CH:7][CH:8]=[CH:9][CH:10]=2)[C:5]([NH:12][C:13](=[O:19])OC(C)(C)C)=[CH:4][CH:3]=1.[F:20][C:21]1[CH:22]=[C:23]([CH:27]=[C:28]([N:30]2[CH2:35][CH2:34][CH2:33][CH2:32][CH2:31]2)[CH:29]=1)C(O)=O.[CH3:36][C:37]1[N:38]=[CH:39][S:40][C:41]=1[CH2:42][CH2:43]O>>[F:20][C:21]1[CH:22]=[C:23]([CH:27]=[C:28]([N:30]2[CH2:31][CH2:32][CH2:33][CH2:34][CH2:35]2)[CH:29]=1)[C:13]([NH:12][C:5]1[C:6]2[C:11](=[CH:10][CH:9]=[CH:8][CH:7]=2)[C:2]([O:1][CH2:43][CH2:42][C:41]2[S:40][CH:39]=[N:38][C:37]=2[CH3:36])=[CH:3][CH:4]=1)=[O:19]. Procedure details: Compound is prepared from tert-butyl (4-hydroxy-1-naphthyl)carbamate, 3-fluoro-5-piperidin-1-yl-benzoic acid and 2-(4-methylthiazol-5-yl)-ethanol according to conditions described in general procedure D. A pink solid is produced (12 mg). Mp: 221-222° C.; 1H NMR (300 MHz, CDCl3) δ 1.62-1.69 (m, 6H), 2.50 (s, 3H), 3.20-3.27 (m, 5H), 3.40 (t, J=6.3 Hz, 1H), 4.34 (t, J=6.0 Hz, 1H), 4.46 (t, J=6.6 Hz, 1H), 6.73-6.82 (m, 2H), 6.98 (d, J=8.1Hz, 1H), 7.06-7.10 (m, 1H), 7.31-7.35 (m, 1H), 7.50-7.59 (m, 2...